Dataset: the Open Reaction Database (ORD), a public repository of structured organic reaction records. Task: describe an organic reaction: reactants, conditions, products, and yield The reactants are CN(C(C)=O)C=1C=C2C(C(N(C2=CC1[N+](=O)[O-])C)=O)(C)C (N-methyl-N-(1,3,3-trimethyl-6-nitro-2-oxo-2,3-dihydro-1H-indol-5-yl)-acetamide), ice water. The solvent is Cl (hydrochloric acid). Product: CN1C(C(C2=CC(=C(C=C12)[N+](=O)[O-])NC)(C)C)=O (1,3,3-Trimethyl-5-methylamino-6-nitro-1,3-dihydro-indol-2-one). As a reaction SMILES: [CH3:1][N:2]([C:6]1[CH:7]=[C:8]2[C:12](=[CH:13][C:14]=1[N+:15]([O-:17])=[O:16])[N:11]([CH3:18])[C:10](=[O:19])[C:9]2([CH3:21])[CH3:20])C(=O)C>Cl>[CH3:18][N:11]1[C:12]2[C:8](=[CH:7][C:6]([NH:2][CH3:1])=[C:14]([N+:15]([O-:17])=[O:16])[CH:13]=2)[C:9]([CH3:20])([CH3:21])[C:10]1=[O:19]. Procedure details: The crude N-methyl-N-(1,3,3-trimethyl-6-nitro-2-oxo-2,3-dihydro-1H-indol-5-yl)-acetamide is dissolved in hydrochloric acid (6 N; 8 ml) and heated at reflux for 3 h. The mixture is poured into ice-water and the resulting precipitate collected by filtration. After drying the compound (176 mg) is obtained. Starting materials: base, compound IX, C(CCC)C=1OC2=C(C1)C=C(C=C2)Br (2-n-butyl-5-bromobenzofuran), CS(=O)(=O)N (methanesulfonamide), C(C)(C)(C)P(C1=C(C=CC=C1)C1=C(C=C(C=C1C(C)C)C(C)C)C(C)C)C(C)(C)C (2-(di-tert-butylphosphino)-2′,4′,6′-triisopropyl-1,1′-biphenyl), C(C)(=O)OCC.CC1CCCCC1 (ethyl acetate methylcyclohexane). Reagents/catalysts: C=1C=CC(=CC1)/C=C/C(=O)/C=C/C2=CC=CC=C2.C=1C=CC(=CC1)/C=C/C(=O)/C=C/C2=CC=CC=C2.[Pd] (Pd(dba)2). Run in C(C)(=O)OCC (ethyl acetate). Run at temperature 100 celsius. Yields the product C(CCC)C=1OC2=C(C1)C=C(C=C2)NS(=O)(=O)C (2-n-Butyl-5-methanesulfonamidobenzofuran). As a reaction SMILES: [CH3:1][S:2]([NH2:5])(=[O:4])=[O:3].C(P(C(C)(C)C)C1C=CC=CC=1C1C(C(C)C)=CC(C(C)C)=CC=1C(C)C)(C)(C)C.[CH2:36]([C:40]1[O:41][C:42]2[CH:48]=[CH:47][C:46](Br)=[CH:45][C:43]=2[CH:44]=1)[CH2:37][CH2:38][CH3:39].C(OCC)(=O)C.CC1CCCCC1>C(OCC)(=O)C.C1C=CC(/C=C/C(/C=C/C2C=CC=CC=2)=O)=CC=1.C1C=CC(/C=C/C(/C=C/C2C=CC=CC=2)=O)=CC=1.[Pd]>[CH2:36]([C:40]1[O:41][C:42]2[CH:48]=[CH:47][C:46]([NH:5][S:2]([CH3:1])(=[O:4])=[O:3])=[CH:45][C:43]=2[CH:44]=1)[CH2:37][CH2:38][CH3:39] |f:3.4,6.7.8|. Procedure: The following are placed in a 20 ml tube predried in an oven: 2 equivalents of base and 1.5 equivalents of methanesulfonamide, 2 mol % of Pd(dba)2 and 5 mol % of 2-(di-tert-butylphosphino)-2′,4′,6′-triisopropyl-1,1′-biphenyl (ligand L1). The tube is stoppered with a septum and placed under an inert atmosphere of argon, and 1 equivalent of 2-n-butyl-5-bromobenzofuran (compound IX or II) dissolved in 10 volumes of solvent is then added by syringe. The reaction medium is then stirred and heated to ...